describe an organic reaction: reactants, conditions, products, and yield From a dataset of the Open Reaction Database (ORD), a public repository of structured organic reaction records. The reactants are Cl.[Cl-].[Na+].O (HCl brine), COC1=CC=C(CNC2=CC=CC(=N2)CCCCC(C=CC2=NC3=CC=CC=C3N=C2)O)C=C1 ((±)7-[6-(4-Methoxy-benzylamino)-pyridin-2-yl]-1-quinoxalin-2-yl-hept-1-en-3-ol), solution, C(CC)(=O)O (propionic acid), C(OCC)(OCC)(OCC)C ((EtO)3CMe), C(OCC)(OCC)(OCC)C ((EtO)3CMe). Reaction conditions: temperature 150 celsius. Yields the product C(C)OC(CC(C=CCCCCC1=NC(=CC=C1)NCC1=CC=C(C=C1)OC)C1=NC2=CC=CC=C2N=C1)=O ((±)9-[6-(4-Methoxy-benzylamino)-pyridin-2-yl]-3-quinoxalin-2-yl-non-4-enoic acid ethyl ester). Isolated yield 48.0%. As a reaction SMILES: [CH3:1][O:2][C:3]1[CH:34]=[CH:33][C:6]([CH2:7][NH:8][C:9]2[N:14]=[C:13]([CH2:15][CH2:16][CH2:17][CH2:18][CH:19](O)[CH:20]=[CH:21][C:22]3[CH:31]=[N:30][C:29]4[C:24](=[CH:25][CH:26]=[CH:27][CH:28]=4)[N:23]=3)[CH:12]=[CH:11][CH:10]=2)=[CH:5][CH:4]=1.C(O)(=O)CC.Cl.[Cl-].[Na+].O.[C:44]([CH3:54])(OCC)([O:48]CC)[O:45][CH2:46][CH3:47]>>[CH2:46]([O:45][C:44](=[O:48])[CH2:54][CH:21]([C:22]1[CH:31]=[N:30][C:29]2[C:24](=[CH:25][CH:26]=[CH:27][CH:28]=2)[N:23]=1)[CH:20]=[CH:19][CH2:18][CH2:17][CH2:16][CH2:15][C:13]1[CH:12]=[CH:11][CH:10]=[C:9]([NH:8][CH2:7][C:6]2[CH:33]=[CH:34][C:3]([O:2][CH3:1])=[CH:4][CH:5]=2)[N:14]=1)[CH3:47] |f:2.3.4.5|. Procedure details: A solution of the allylic alcohol 22-3 (0.26 g, 0.57 mmol) in (EtO)3CMe (10 mL) was treated with 100 μL of a 1 mL solution of (EtO)3CMe containing 10 μL of propionic acid. The yellow solution was heated at 150° C. for 90 minutes. The solution was cooled to room temperature and poured into 1N HCl/brine. The mixture was extracted with CHCl3, dried, concentrated, and purified on silica gel (90:5:5 CHCl3:EtOAc:MeOH) to give 0.143 g (48%) of 22-4. Starting materials: FC1=CC=C(C=C1)C1(CCN(CC1)C(=O)OC(C)(C)C)CO ((±)-tert-butyl 4-(4-fluorophenyl)-4-(hydroxymethyl)piperidine-1-carboxylate), BrC(C)C1=CC(=CC2=CN(N=C12)COCC[Si](C)(C)C)OC (7-(1-bromoethyl)-5-methoxy-2-((2-(trimethylsilyl)ethoxy)methyl)-2H-indazole), [H-].[Na+] (sodium hydride). The solvent is CN(C=O)C (dimethylformamide). Run at temperature 0 celsius, time 30 minute. The product is FC1=CC=C(C=C1)C1(CCN(CC1)C(=O)OC(C)(C)C)COC(C)C1=CC(=CC2=CN(N=C12)COCC[Si](C)(C)C)OC ((±)-tert-Butyl 4-(4-fluorophenyl)-4-((1-(5-methoxy-2-((2-(trimethylsilyl)ethoxy)methyl)-2H-indazol-7-yl)ethoxy)methyl)piperidine-1-carboxylate). As a reaction SMILES: [F:1][C:2]1[CH:7]=[CH:6][C:5]([C:8]2([CH2:21][OH:22])[CH2:13][CH2:12][N:11]([C:14]([O:16][C:17]([CH3:20])([CH3:19])[CH3:18])=[O:15])[CH2:10][CH2:9]2)=[CH:4][CH:3]=1.Br[CH:24]([C:26]1[C:34]2[C:30](=[CH:31][N:32]([CH2:35][O:36][CH2:37][CH2:38][Si:39]([CH3:42])([CH3:41])[CH3:40])[N:33]=2)[CH:29]=[C:28]([O:43][CH3:44])[CH:27]=1)[CH3:25].[H-].[Na+]>CN(C)C=O>[F:1][C:2]1[CH:3]=[CH:4][C:5]([C:8]2([CH2:21][O:22][CH:24]([C:26]3[C:34]4[C:30](=[CH:31][N:32]([CH2:35][O:36][CH2:37][CH2:38][Si:39]([CH3:40])([CH3:42])[CH3:41])[N:33]=4)[CH:29]=[C:28]([O:43][CH3:44])[CH:27]=3)[CH3:25])[CH2:9][CH2:10][N:11]([C:14]([O:16][C:17]([CH3:18])([CH3:19])[CH3:20])=[O:15])[CH2:12][CH2:13]2)=[CH:6][CH:7]=1 |f:2.3|. Reported procedure: To a solution of (±)-tert-butyl 4-(4-fluorophenyl)-4-(hydroxymethyl)piperidine-1-carboxylate (193 mg, 0.66 mmol) and 7-(1-bromoethyl)-5-methoxy-2-((2-(trimethylsilyl)ethoxy)methyl)-2H-indazole (240 mg, 0.623 mmol) in dimethylformamide (2.5 mL) at 0° C. was added sodium hydride (60% in mineral oil, 32.4 mg, 0.81 mmol). The resulting solution was stirred at 0° C. for 30 min. The reaction was quenched by the cautious addition of saturated ammonium chloride and diluted with diethyl ether. The ethere... Reactants: COC(COC1=CC=C(C=C1)O)OC (4-(2,2-Dimethoxyethoxy)phenol), CN=C=O (Methyl isocyanate). Reagents/catalysts: C(C)N(CC)CC (triethylamine). Solvent: C1=CC=CC=C1 (benzene). Conditions: time 6 hour. Yields the product CNC(OC1=CC=C(C=C1)OCC(OC)OC)=O (O-[4-(2,2-dimethoxyethoxy)phenyl] N-methylcarbamate), solid. RXN SMILES: [CH3:1][O:2][CH:3]([O:13][CH3:14])[CH2:4][O:5][C:6]1[CH:11]=[CH:10][C:9]([OH:12])=[CH:8][CH:7]=1.[CH3:15][N:16]=[C:17]=[O:18]>C(N(CC)CC)C.C1C=CC=CC=1>[CH3:15][NH:16][C:17](=[O:18])[O:12][C:9]1[CH:10]=[CH:11][C:6]([O:5][CH2:4][CH:3]([O:2][CH3:1])[O:13][CH3:14])=[CH:7][CH:8]=1. Reported procedure: 4-(2,2-Dimethoxyethoxy)phenol (5.0 grams) and benzene were charged into a glass reaction vessel equipped with a mechanical stirrer. Methyl isocyanate (3.5 ml) and 4 drops of triethylamine were then added, and the reaction mixture was stirred at room temperature for a period of about 6 hours. After this time the reaction mixture was filtered, and the filtrate was concentrated to 10 ml by partially stripping the solvent under reduced pressure. Cyclohexane (10 ml) was then added to the concentrate,... Starting materials: OC1C=CC(C1)O (3,5-dihydroxycyclopent-1-ene), N1=CC=CC=C1 (pyridine), C(C)(=O)Cl (acetic acid chloride). Run in O1CCCC1 (tetrahydrofuran), O1CCCC1 (tetrahydrofuran). Product: C(C)(=O)OC1C=CC(C1)O (3-actoxy-5-hydroxycyclopent-1-ene). Isolated yield 100.5%. RXN SMILES: [OH:1][CH:2]1[CH2:6][CH:5]([OH:7])[CH:4]=[CH:3]1.N1C=CC=CC=1.[C:14](Cl)(=[O:16])[CH3:15]>O1CCCC1>[C:14]([O:1][CH:2]1[CH2:6][CH:5]([OH:7])[CH:4]=[CH:3]1)(=[O:16])[CH3:15]. Procedure details: 0.70 gram (7.0 mmols) of 3,5-dihydroxycyclopent-1-ene and 0.83 gram (10.5 mmols) of pyridine were dissolved in 20 milliliters of anhydrous tetrahydrofuran, after which a solution of 0.70 g (9.0 mmols) of acetic acid chloride in 6 milliliters of anhydrous tetrahydrofuran was added dropwise over a period of 15 hours at room temperature in a stream of dried nitrogen, using a syringe drive. After concentrating the solvent with a rotary evaporator, 20 milliliters of ethyl acetate was added, following... Reactants: C1(=CC=CC=C1)P(C1=CC=CC=C1)C1=CC=CC=C1 (Triphenylphosphine), BrN1C(CCC1=O)=O (N-bromosuccinimide), ClC=1C=C(C=CC1S(=O)(=O)C)[C@H](C(=O)NC1=NN(C=C1)C)CC1CCCC1 (3-[2(R)-(3-chloro-4-methanesulfonyl-phenyl)-3-cyclopentyl-propionylamino]-1-methyl-pyrazole), CC(=CCN1N=C(C=C1)N)C (1-(3-methyl-but-2-enyl)-1H-pyrazol-3-ylamine), N1=C(C=CC=C1C)C (2,6-lutidine). Run in C(C)(=O)OCC (ethyl acetate), C(Cl)Cl (methylene chloride). Reaction conditions: temperature 0 celsius. Yields the product ClC=1C=C(C=CC1S(=O)(=O)C)[C@H](C(=O)NC1=NN(C=C1)CC=C(C)C)CC1CCCC1 (2-(R)-(3-chloro-4-methanesulfonyl-phenyl)-3-cyclopentyl-N-[1-(3-methyl-but-2-enyl)-1H-pyrazol-3-yl]-propionamide). The yield is 38.9%. Reaction SMILES: C1(P(C2C=CC=CC=2)C2C=CC=CC=2)C=CC=CC=1.BrN1C(=O)CCC1=O.[Cl:28][C:29]1[CH:30]=[C:31]([C@@H:39]([CH2:49][CH:50]2[CH2:54][CH2:53][CH2:52][CH2:51]2)[C:40]([NH:42][C:43]2[CH:47]=[CH:46][N:45]([CH3:48])[N:44]=2)=[O:41])[CH:32]=[CH:33][C:34]=1[S:35]([CH3:38])(=[O:37])=[O:36].[CH3:55][C:56]([CH3:65])=[CH:57]CN1C=CC(N)=N1.N1C(C)=CC=CC=1C>C(Cl)Cl.C(OCC)(=O)C>[Cl:28][C:29]1[CH:30]=[C:31]([C@@H:39]([CH2:49][CH:50]2[CH2:51][CH2:52][CH2:53][CH2:54]2)[C:40]([NH:42][C:43]2[CH:47]=[CH:46][N:45]([CH2:48][CH:55]=[C:56]([CH3:65])[CH3:57])[N:44]=2)=[O:41])[CH:32]=[CH:33][C:34]=1[S:35]([CH3:38])(=[O:37])=[O:36]. Procedure details: Triphenylphosphine (224 mg, 0.85 mmol) was dissolved in methylene chloride (3 mL) and cooled to 0° C. To this solution was added N-bromosuccinimide (172 mg, 0.97 mmol) and was stirred at 0° C. until it was completely dissolved and became light purple in color. The 2-(R)-(3-chloro-4-methanesulfonyl-phenyl)-3-cyclopentyl-propionic acid (prepared as in PCT WO 2004/052869 A1, Example 1; 188 mg, 0.57 mmol) was then added and it was stirred at 0° C. for 20 min and then warmed to 25° C. and stirred for... Starting materials: C(=O)(C(F)(F)F)O (TFA), C(C)(C)(C)OC(=O)N1CCN(CC1)C1=NC(=NC(=C1C#CC=1C=NC(=CC1)N)C)N (4-[2-amino-5-(6-amino-pyridin-3-ylethynyl)-6-methyl-pyrimidin-4-yl]-piperazine-1-carboxylic acid tert-butyl ester), C(=O)([O-])[O-].[Na+].[Na+] (Na2CO3). The solvent is C(Cl)Cl (DCM). Product: NC1=CC=C(C=N1)C#CC=1C(=NC(=NC1N1CCNCC1)N)C (5-(6-Amino-pyridin-3-ylethynyl)-4-methyl-6-piperazin-1-yl-pyrimidin-2-ylamine). The yield is 75.1%. Reaction SMILES: C(OC([N:8]1[CH2:13][CH2:12][N:11]([C:14]2[C:19]([C:20]#[C:21][C:22]3[CH:23]=[N:24][C:25]([NH2:28])=[CH:26][CH:27]=3)=[C:18]([CH3:29])[N:17]=[C:16]([NH2:30])[N:15]=2)[CH2:10][CH2:9]1)=O)(C)(C)C.C(O)(C(F)(F)F)=O.C([O-])([O-])=O.[Na+].[Na+]>C(Cl)Cl>[NH2:28][C:25]1[N:24]=[CH:23][C:22]([C:21]#[C:20][C:19]2[C:18]([CH3:29])=[N:17][C:16]([NH2:30])=[N:15][C:14]=2[N:11]2[CH2:12][CH2:13][NH:8][CH2:9][CH2:10]2)=[CH:27][CH:26]=1 |f:2.3.4|. Reported procedure: 7.1 g (17.3 mmol) of 4-[2-amino-5-(6-amino-pyridin-3-ylethynyl)-6-methyl-pyrimidin-4-yl]-piperazine-1-carboxylic acid tert-butyl ester are dissolved in DCM (400 mL) and 40 mL TFA are added. The reaction mixture is stirred over night at RT. The reaction mixture is adjusted to neutral pH using concentrated aqueous Na2CO3 solution and the DCM is evaporated at reduced pressure. The residue is washed with water, taken up in acetonitrile and freeze dried yielding 4.0 g (13.0 mmol) of the desired produ... Starting materials: [Al+3], C1CCOC1, CO, O=C(O)C1c2cc(Cl)ccc2Oc2ccc(Cl)cc21, [H-], [H-], [H-], [H-], [Li+], O. Yields the product OCC1c2cc(Cl)ccc2Oc2ccc(Cl)cc21. As a reaction SMILES: [Al+3:21].[CH2:26]1[O:27][CH2:28][CH2:29][CH2:30]1.[CH3:31][OH:32].[Cl:1][c:2]1[cH:3][c:4]2[c:13]([cH:14][cH:15]1)[O:12][c:11]1[c:6]([cH:7][c:8]([Cl:16])[cH:9][cH:10]1)[CH:5]2[C:17](=[O:18])[OH:19].[H-:20].[H-:23].[H-:24].[H-:25].[Li+:22].[OH2:33]>>[Cl:1][c:2]1[cH:3][c:4]2[c:13]([cH:14][cH:15]1)[O:12][c:11]1[c:6]([cH:7][c:8]([Cl:16])[cH:9][cH:10]1)[CH:5]2[CH2:17][OH:18]. Reactants: C(#N)[BH3-].[Na+] (sodium cyanoborohydride), C(C)OC(CC1=CC=C(C=C1)N)=O (ethyl(4-aminophenyl)acetate), C(C)(=O)O (acetic acid), C(CCCCCC)OC1=C(C=O)C=CC(=C1)I (2-Heptyloxy-4-iodobenzaldehyde), C(C)(=O)O (acetic acid). Run in CN(C)C=O (DMF), CN(C)C=O (DMF). Conditions: temperature 60 celsius, time 12 hour. Yields the product C(CCCCCC)OC1=C(CNC2=CC=C(C=C2)CC(=O)OCC)C=CC(=C1)I (Ethyl [4-(2-heptyloxy-4-iodobenzylamino)phenyl]acetate). RXN SMILES: [CH2:1]([O:3][C:4](=[O:13])[CH2:5][C:6]1[CH:11]=[CH:10][C:9]([NH2:12])=[CH:8][CH:7]=1)[CH3:2].C(O)(=O)C.[CH2:18]([O:25][C:26]1[CH:33]=[C:32]([I:34])[CH:31]=[CH:30][C:27]=1[CH:28]=O)[CH2:19][CH2:20][CH2:21][CH2:22][CH2:23][CH3:24].C([BH3-])#N.[Na+]>CN(C=O)C>[CH2:18]([O:25][C:26]1[CH:33]=[C:32]([I:34])[CH:31]=[CH:30][C:27]=1[CH2:28][NH:12][C:9]1[CH:8]=[CH:7][C:6]([CH2:5][C:4]([O:3][CH2:1][CH3:2])=[O:13])=[CH:11][CH:10]=1)[CH2:19][CH2:20][CH2:21][CH2:22][CH2:23][CH3:24] |f:3.4|. Procedure details: A solution of ethyl(4-aminophenyl)acetate (1.76 g, 9.84 mmol) and acetic acid (0.71 ml) in DMF (71 ml) is added to a solution of 2-heptyloxy-4-iodobenzaldehyde of Step c (3.1 g, 8.94 mmol), acetic acid (0.71 ml) in DMF (71 ml). The mixture is stirred for 12 hours and then 1.12 g of sodium cyanoborohydride (17.89 mmol) is added. The mixture is heated at 60° C. for 4 hours. The desired product is extracted by addition of ethyl ether. The organic phase is washed with brine and then with water, drie... Reactants: ice water, OC1=CC=C(C=C1)C1=NC2=CC=C(C=C2C(N1)=O)OC (2-(4-hydroxy-phenyl)-6-methoxy-3,4-dihydro-quinazolin-4-one), C(Br)C1CO1 (epibromohydrin), C([O-])([O-])=O.[K+].[K+] (potassium carbonate). Solvent: S1(=O)(=O)CCCC1 (sulfolane). Yields the product O1C(C1C)OC1=CC=C(C=C1)C1=NC2=CC=C(C=C2C(N1)=O)OC (2-[4-(1,2-Epoxy-propoxy)-phenyl]-6-methoxy-3,4-dihydro-quinazolin-4-one). As a reaction SMILES: [OH:1][C:2]1[CH:7]=[CH:6][C:5]([C:8]2[NH:17][C:16](=[O:18])[C:15]3[C:10](=[CH:11][CH:12]=[C:13]([O:19][CH3:20])[CH:14]=3)[N:9]=2)=[CH:4][CH:3]=1.C(=O)([O-])[O-].[K+].[K+].[CH2:27]([CH:29]1[O:31][CH2:30]1)Br>S1(CCCC1)(=O)=O>[O:31]1[CH:29]([CH3:27])[CH:30]1[O:1][C:2]1[CH:3]=[CH:4][C:5]([C:8]2[NH:17][C:16](=[O:18])[C:15]3[C:10](=[CH:11][CH:12]=[C:13]([O:19][CH3:20])[CH:14]=3)[N:9]=2)=[CH:6][CH:7]=1 |f:1.2.3|. Procedure details: 4.5 gm (16.7 mmols) of 2-(4-hydroxy-phenyl)-6-methoxy-3,4-dihydro-quinazolin-4-one were dissolved in 50 ml of sulfolane, and the solution was mixed, while stirring, with 2.55 gm (16.7 mmols+10%) of potassium carbonate. After a clear solution was formed, 4.5 ml of epibromohydrin were added, and the mixture was stirred at room temperature until the reaction was complete. The reaction mixture was poured into ice water, and the resulting crystalline precipitate was suction-filtered off, washed well ... Reactants: Cl.BrC1=C2CCNCC2=CC=C1 (5-bromo-1,2,3,4-tetrahydroisoquinoline hydrochloride), S1(=O)(=O)CC=CC1 (butadiene sulfone), [OH-].[K+] (KOH). The solvent is C(=O)(O)[O-].[Na+] (NaHCO3), O (water). Reaction conditions: temperature 70 celsius, time 24 hour. The product is BrC1=C2CCN(CC2=CC=C1)C1CS(CC1)(=O)=O (5-bromo-2-(1,1-dioxo-tetrahydro-thiophen-3-yl)-1,2,3,4-tetrahydro-isoquinoline). As a reaction SMILES: Cl.[Br:2][C:3]1[CH:12]=[CH:11][CH:10]=[C:9]2[C:4]=1[CH2:5][CH2:6][NH:7][CH2:8]2.[S:13]1([CH2:19][CH:18]=[CH:17][CH2:16]1)(=[O:15])=[O:14].[OH-].[K+]>O.C([O-])(O)=O.[Na+]>[Br:2][C:3]1[CH:12]=[CH:11][CH:10]=[C:9]2[C:4]=1[CH2:5][CH2:6][N:7]([CH:17]1[CH2:18][CH2:19][S:13](=[O:15])(=[O:14])[CH2:16]1)[CH2:8]2 |f:0.1,3.4,6.7|. Procedure details: To a solution containing 5-bromo-1,2,3,4-tetrahydroisoquinoline hydrochloride (1.5 g, 6 mmol) and butadiene sulfone (1.2 g, 10.2 mmol) in water (20 mL) is added 1N KOH (10 mL). The reaction mixture is stirred at 70° C. for 24 hours. After cooling to ambient temperature, the reaction mixture is diluted with saturated NaHCO3 solution and extracted with dichloromethane three times. The organic phase is washed with brine and dried over Na2SO4 before drying by rotary evaporation. The crude product is...